From a dataset of the Open Reaction Database (ORD), a public repository of structured organic reaction records. describe an organic reaction: reactants, conditions, products, and yield Starting materials: CC=1NC(=C(N1)C)C(CBr)=O (1-(2,4-dimethyl-5-imidazolyl)-2-bromoethanone), C(N)(=N)NC(=S)N (amidinothiourea). Solvent: CC(=O)C (acetone). The product is O.Br.N(C(=N)N)C=1SC=C(N1)C1=C(N=C(N1)C)C.N(C(=N)N)C=1SC=C(N1)C1=C(N=C(N1)C)C.Br (2-guanidino- 4-(2,4-dimethyl-5-imidazolyl)thiazole hydrobromide hemihydrate). Yield: 74.6%. As a reaction SMILES: [CH3:1][C:2]1[NH:3][C:4]([C:8](=[O:11])[CH2:9][Br:10])=[C:5]([CH3:7])[N:6]=1.[C:12]([NH:15][C:16]([NH2:18])=[S:17])(=[NH:14])[NH2:13]>CC(C)=O>[OH2:11].[BrH:10].[NH:15]([C:16]1[S:17][CH:9]=[C:8]([C:4]2[NH:3][C:2]([CH3:1])=[N:6][C:5]=2[CH3:7])[N:18]=1)[C:12]([NH2:14])=[NH:13].[NH:15]([C:16]1[S:17][CH:9]=[C:8]([C:4]2[NH:3][C:2]([CH3:1])=[N:6][C:5]=2[CH3:7])[N:18]=1)[C:12]([NH2:14])=[NH:13].[BrH:10] |f:3.4.5.6.7|. Procedure details: A solution of 1.0 g (4.6 mmol) of 1-(2,4-dimethyl-5-imidazolyl)-2-bromoethanone in 50 ml of acetone was warmed and 0.55 g (4.6 mmol) of amidinothiourea was added. The mixture was heated at reflux for 1 hour, during which time a white solid precipitated. The precipate was collected, washed with acetone, and dried to give 1.12 g (77%) of 2-guanidino- 4-(2,4-dimethyl-5-imidazolyl)thiazole hydrobromide hemihydrate as a white solid, mp 273° (dc). nmr (D6DMSO) (δ): 8.4-7.2 (b, 7H); 7.00 (s, 1H); 2.50 ... Starting materials: O (water), ClC1=CC=CC2=C1C(N(CC=1N2C=NC1C(=O)OCC)C)=O (Ethyl 7-chloro-5,6-dihydro-5-methyl-6-oxo-4H-imidazo[1,5-a][1,4]-benzodiazepine-3-carboxylate), C(=O)N (Formamide), C[O-].[Na+] (sodium methanolate). Run in O1CCOCC1 (1,4-dioxane), O1CCOCC1 (1,4-dioxane). Conditions: time 10 minute. Yields the product ClC1=CC=CC2=C1C(N(CC=1N2C=NC1C(=O)N)C)=O (7-Chloro-5,6-dihydro-5-methyl-6-oxo-4H-imidazo[1,5-a][1,4]benzodiazepine-3-carboxamide). RXN SMILES: [Cl:1][C:2]1[C:7]2[C:8](=[O:22])[N:9]([CH3:21])[CH2:10][C:11]3[N:12]([CH:13]=[N:14][C:15]=3[C:16](OCC)=[O:17])[C:6]=2[CH:5]=[CH:4][CH:3]=1.C([NH2:25])=O.C[O-].[Na+].O>O1CCOCC1>[Cl:1][C:2]1[C:7]2[C:8](=[O:22])[N:9]([CH3:21])[CH2:10][C:11]3[N:12]([CH:13]=[N:14][C:15]=3[C:16]([NH2:25])=[O:17])[C:6]=2[CH:5]=[CH:4][CH:3]=1 |f:2.3|. Procedure: 22.8 g Ethyl 7-chloro-5,6-dihydro-5-methyl-6-oxo-4H-imidazo[1,5-a][1,4]-benzodiazepine-3-carboxylate were suspended under stirring and argon atmosphere in 91.2 ml 1,4-dioxane. 14.1 ml Formamide and 13.9 ml sodium methanolate were successively added to yield a clear light-orange solution, which turned to a white suspension after 10 minutes. This suspension was stirred two hours at 30° C. 200 ml Deionized water were added in one portion and 1,4-dioxane was distilled off at 40° C. under reduced pre...